This data is from the Open Reaction Database (ORD), a public repository of structured organic reaction records. The task is: describe an organic reaction: reactants, conditions, products, and yield Starting materials: CN1N=CC(=C1B1OC(C(O1)(C)C)(C)C)Cl (1-methyl-4-chloro-5-(4,4,5,5-tetramethyl-1,3,2-dioxaborolan-2-yl)-1H-pyrazole), BrC=1C=C2CN(C(C2=CC1)=O)[C@H](CNC(OC(C)(C)C)=O)C1=CC=CC=C1 (tert-butyl [(2S)-2-(5-bromo-1-oxo-1,3-dihydro-2H-isoindol-2-yl)-2-phenylethyl]carbamate), C(C)(C)N(C(C)C)CC (N,N-diisopropylethylamine). The reagents and catalysts are CC(C)([P](C(C)(C)C)([Pd][P](C(C)(C)C)(C(C)(C)C)C(C)(C)C)C(C)(C)C)C (bis(tri-t-butylphosphine)palladium). Solvent: O1CCOCC1 (1,4-dioxane), O (water). Conditions: time 1 hour. The product is NC[C@@H](C1=CC=CC=C1)N1C(C2=CC=C(C=C2C1)C1=C(C=NN1C)Cl)=O (2-[(1R)-2-amino-1-phenylethyl]-5-(4-chloro-1-methyl-1H-pyrazol-5-yl)isoindolin-1-one). Isolated yield 25.1%. Reaction SMILES: [CH3:1][N:2]1[C:6](B2OC(C)(C)C(C)(C)O2)=[C:5]([Cl:16])[CH:4]=[N:3]1.Br[C:18]1[CH:19]=[C:20]2[C:24](=[CH:25][CH:26]=1)[C:23](=[O:27])[N:22]([C@@H:28]([C:38]1[CH:43]=[CH:42][CH:41]=[CH:40][CH:39]=1)[CH2:29][NH:30]C(=O)OC(C)(C)C)[CH2:21]2.C(N(CC)C(C)C)(C)C>O1CCOCC1.O.CC(C)([P](C(C)(C)C)([Pd][P](C(C)(C)C)(C(C)(C)C)C(C)(C)C)C(C)(C)C)C>[NH2:30][CH2:29][C@H:28]([N:22]1[CH2:21][C:20]2[C:24](=[CH:25][CH:26]=[C:18]([C:6]3[N:2]([CH3:1])[N:3]=[CH:4][C:5]=3[Cl:16])[CH:19]=2)[C:23]1=[O:27])[C:38]1[CH:39]=[CH:40][CH:41]=[CH:42][CH:43]=1 |^1:62,68|. Procedure: A mixture of 1-methyl-4-chloro-5-(4,4,5,5-tetramethyl-1,3,2-dioxaborolan-2-yl)-1H-pyrazole (69.5 mg, 0.334 mmol), bis(tri-t-butylphosphine)palladium (14 mg, 0.028 mmol), tert-butyl [(2S)-2-(5-bromo-1-oxo-1,3-dihydro-2H-isoindol-2-yl)-2-phenylethyl]carbamate (120.0 mg, 0.2782 mmol) and N,N-diisopropylethylamine (145 μL, 0.835 mmol) in 1,4-dioxane (1000 μL) and water (50 μL) was microwaved at 110° C. for 15 minutes. After filtering and concentration, the residue was purified by prep.—HPLC (pH=10).... Starting materials: CN(C)CC=1C=C(C=CC1)O (3-[(dimethylamino)methyl]phenol), CN(C)CC=1C=C(OCCCC=O)C=CC1 (4-[3-[(dimethylamino)methyl]phenoxy]butanal). Yields the product N1(CCCCC1)CC=1C=C(OCCCC=O)C=CC1 (4-[3-(1-piperidinylmethyl)phenoxy]butanal). As a reaction SMILES: CN([CH2:4][C:5]1C=C(O)C=C[CH:10]=1)C.[CH3:12][N:13]([CH2:15][C:16]1[CH:17]=[C:18]([CH:25]=[CH:26][CH:27]=1)[O:19][CH2:20][CH2:21][CH2:22][CH:23]=[O:24])[CH3:14]>>[N:13]1([CH2:15][C:16]2[CH:17]=[C:18]([CH:25]=[CH:26][CH:27]=2)[O:19][CH2:20][CH2:21][CH2:22][CH:23]=[O:24])[CH2:14][CH2:10][CH2:5][CH2:4][CH2:12]1. Procedure: Similarly prepared from 3-[(dimethylamino)methyl]phenol (12.08 g) was 4-[3-[(dimethylamino)methyl]phenoxy]butanal (1.05 g) as a colourless oil b.p. 150°, 0.06 mm; tlc System A, Rf 0.59. The reactants are N#N (N2), CC1(OCCO1)CCCCC=1OC=C(N1)C(=O)O (2-[4-(2-methyl-[1,3]dioxolan-2-yl)-butyl]-oxazole-4-carboxylic acid), C(C(=O)Cl)(=O)Cl (oxalyl chloride), CN(C)C=O (DMF). The solvent is C1(=CC=CC=C1)C (toluene). Run at time 1 hour. Yields the product CC1(OCCO1)CCCCC=1OC=C(N1)C(=O)Cl (2-[4-(2-methyl-[1,3]dioxolan-2-yl)-butyl]-oxazole-4-carbonyl chloride). As a reaction SMILES: N#N.[CH3:3][C:4]1([CH2:9][CH2:10][CH2:11][CH2:12][C:13]2[O:14][CH:15]=[C:16]([C:18]([OH:20])=O)[N:17]=2)[O:8][CH2:7][CH2:6][O:5]1.CN(C=O)C.C(Cl)(=O)C([Cl:29])=O>C1(C)C=CC=CC=1>[CH3:3][C:4]1([CH2:9][CH2:10][CH2:11][CH2:12][C:13]2[O:14][CH:15]=[C:16]([C:18]([Cl:29])=[O:20])[N:17]=2)[O:8][CH2:7][CH2:6][O:5]1. Reported procedure: In a flame dried round-bottomed flask equipped with a magnetic stir bar and under inert atmosphere (N2), a suspension of 2-[4-(2-methyl-[1,3]dioxolan-2-yl)-butyl]-oxazole-4-carboxylic acid (489 mg, 1.92 mmol) in toluene (20 mL) was treated with a drop of DMF followed by oxalyl chloride (0.20 mL, 2.30 mmol) and the resulting yellow solution was stirred at rt for 1 h. The solvent was then removed under reduced pressure (coevaporation with toluene) to give 2-[4-(2-methyl-[1,3]dioxolan-2-yl)-butyl]-... Starting materials: O=S(=O)(Cl)c1ccc(Br)cc1, CNC1CCC(O)CC1. Product: CN(C1CCC(O)CC1)S(=O)(=O)c1ccc(Br)cc1. Reaction SMILES: [Br:10][c:11]1[cH:12][cH:13][c:14]([S:17](=[O:18])(=[O:19])[Cl:20])[cH:15][cH:16]1.[CH3:1][NH:2][CH:3]1[CH2:4][CH2:5][CH:6]([OH:9])[CH2:7][CH2:8]1>>[CH3:1][N:2]([CH:3]1[CH2:4][CH2:5][CH:6]([OH:9])[CH2:7][CH2:8]1)[S:17]([c:14]1[cH:13][cH:12][c:11]([Br:10])[cH:16][cH:15]1)(=[O:18])=[O:19].